This data is from the Open Reaction Database (ORD), a public repository of structured organic reaction records. The task is: describe an organic reaction: reactants, conditions, products, and yield Reactants: CCOC(=O)CC(=O)c1ccc(Br)s1, C1CCNCC1, CC(=O)O, O=Cc1cccc(F)c1, c1ccccc1. The product is CCOC(=O)C(=Cc1cccc(F)c1)C(=O)c1ccc(Br)s1. RXN SMILES: [Br:1][c:2]1[cH:3][cH:4][c:5]([C:7]([CH2:8][C:9](=[O:10])[O:11][CH2:12][CH3:13])=[O:14])[s:6]1.[CH2:24]1[CH2:25][CH2:26][NH:27][CH2:28][CH2:29]1.[CH3:30][C:31](=[O:32])[OH:33].[F:15][c:16]1[cH:17][c:18]([CH:19]=[O:20])[cH:21][cH:22][cH:23]1.[cH:34]1[cH:35][cH:36][cH:37][cH:38][cH:39]1>>[Br:1][c:2]1[cH:3][cH:4][c:5]([C:7]([C:8]([C:9](=[O:10])[O:11][CH2:12][CH3:13])=[CH:19][c:18]2[cH:17][c:16]([F:15])[cH:23][cH:22][cH:21]2)=[O:14])[s:6]1. Reactants: C(C1=CC=CC=C1)SC1=C(C(=O)OC)C=C(C=C1)C(F)(F)F (methyl 2-benzylthio-5-trifluoromethylbenzoate), [Na] (sodium), ice. Run in CN(C=O)C (N,N-dimethylformamide), CN(C=O)C (N,N-dimethylformamide). Reaction conditions: temperature 0 celsius, time 1.5 hour. Product: OC=1C2=C(SC1C1=CC=CC=C1)C=CC(=C2)C(F)(F)F (3-Hydroxy-2-phenyl-5-trifluoromethylbenzo[b]thiophene). Reaction SMILES: [Na].[CH2:2]([S:9][C:10]1[CH:19]=[CH:18][C:17]([C:20]([F:23])([F:22])[F:21])=[CH:16][C:11]=1[C:12]([O:14]C)=O)[C:3]1[CH:8]=[CH:7][CH:6]=[CH:5][CH:4]=1>CN(C)C=O>[OH:14][C:12]1[C:11]2[CH:16]=[C:17]([C:20]([F:23])([F:22])[F:21])[CH:18]=[CH:19][C:10]=2[S:9][C:2]=1[C:3]1[CH:4]=[CH:5][CH:6]=[CH:7][CH:8]=1 |^1:0|. Procedure: To a suspension of sodium hyride (50% dispersion in mineral oil) (0.49 g, 10.2 mmol) in N,N-dimethylformamide (30 ml) cooled to 0° C. in an ice-bath was added dropwise with stirring a solution of methyl 2-benzylthio-5-trifluoromethylbenzoate (2.5 g, 7.7 mmol) in N,N-dimethylformamide (10 ml). The reaction mixture was stirred at 75° C. for 1.5 hours under a nitrogen atmosphere, cooled and then poured into ice containing 1N hydrochloric acid. Extraction was effected with diethyl ether. The combine... Starting materials: ClC=1OC(=C(N1)C1=CC=C(C=C1)Cl)CCCOC1=C(C=CC=C1)OC (2-chloro-4-(4-chlorophenyl)-5-[3-(2-methoxyphenoxy)propyl]oxazole), C(CCCCCCCCCC)C=1NC=CN1 (2-undecylimidazole), C([O-])([O-])=O.[K+].[K+] (potassium carbonate), CN(C=O)C (N,N-dimethylformamide). The solvent is O (water). Conditions: temperature 125 celsius, time 4 hour. The product is ClC1=CC=C(C=C1)C=1N=C(OC1CCCOC1=C(C=CC=C1)OC)N1C(=NC=C1)CCCCCCCCCCC (4-(4-chlorophenyl)-5-[3-(2-methoxyphenoxy)propyl]-2-(2-undecyl-1-imidazolyl)oxazole). Isolated yield 13.4%. As a reaction SMILES: Cl[C:2]1[O:3][C:4]([CH2:14][CH2:15][CH2:16][O:17][C:18]2[CH:23]=[CH:22][CH:21]=[CH:20][C:19]=2[O:24][CH3:25])=[C:5]([C:7]2[CH:12]=[CH:11][C:10]([Cl:13])=[CH:9][CH:8]=2)[N:6]=1.[CH2:26]([C:37]1[NH:38][CH:39]=[CH:40][N:41]=1)[CH2:27][CH2:28][CH2:29][CH2:30][CH2:31][CH2:32][CH2:33][CH2:34][CH2:35][CH3:36].C(=O)([O-])[O-].[K+].[K+].CN(C)C=O>O>[Cl:13][C:10]1[CH:11]=[CH:12][C:7]([C:5]2[N:6]=[C:2]([N:38]3[CH:39]=[CH:40][N:41]=[C:37]3[CH2:26][CH2:27][CH2:28][CH2:29][CH2:30][CH2:31][CH2:32][CH2:33][CH2:34][CH2:35][CH3:36])[O:3][C:4]=2[CH2:14][CH2:15][CH2:16][O:17][C:18]2[CH:23]=[CH:22][CH:21]=[CH:20][C:19]=2[O:24][CH3:25])=[CH:8][CH:9]=1 |f:2.3.4|. Procedure details: A mixture of 2-chloro-4-(4-chlorophenyl)-5-[3-(2-methoxyphenoxy)propyl]oxazole (500 mg), 2-undecylimidazole (500 mg), potassium carbonate (1.38 g) and N,N-dimethylformamide (10 ml) was stirred at 120-130° C. for 4 hours. The reaction mixture was poured into water (100 ml) and extracted with ethyl acetate (100 ml×2). The organic layer was dried over anhydrous magnesium sulfate and concentrated. The residue was recrystallized from diethyl ether-hexane to give 4-(4-chlorophenyl)-5-[3-(2-methoxyphen...